describe an organic reaction: reactants, conditions, products, and yield From a dataset of the Open Reaction Database (ORD), a public repository of structured organic reaction records. Reactants: C(C)(C)(C)C=1N=C(C2=C(N1)N(N=N2)CC)N2CC(CC2)(F)F (5-tert-Butyl-7-(3,3-difluoro-pyrrolidin-1-yl)-3-ethyl-3H-[1,2,3]triazolo[4,5-d]pyrimidine), C(C)(C)(C)C=1N=C(C2=C(N1)NN=N2)N2CC(CC2)(F)F (5-tert-butyl-7-(3,3-difluoropyrrolidin-1-yl)-3H-[1,2,3]triazolo[4,5-d]pyrimidine), BrCCO (2-bromoethanol). The product is C(C)(C)(C)C=1N=C(C2=C(N1)N(N=N2)CCO)N2CC(CC2)(F)F (2-[5-tert-Butyl-7-(3,3-difluoro-pyrrolidin-1-yl)-[1,2,3]triazolo[4,5-d]pyrimidin-3-yl]-ethanol), solid. Yield: 43.0%. RXN SMILES: [C:1]([C:5]1[N:6]=[C:7]([N:16]2[CH2:20][CH2:19][C:18]([F:22])([F:21])[CH2:17]2)[C:8]2[N:13]=[N:12][N:11]([CH2:14][CH3:15])[C:9]=2[N:10]=1)([CH3:4])([CH3:3])[CH3:2].C(C1N=C(N2CCC(F)(F)C2)C2N=NNC=2N=1)(C)(C)C.BrCC[OH:46]>>[C:1]([C:5]1[N:6]=[C:7]([N:16]2[CH2:20][CH2:19][C:18]([F:21])([F:22])[CH2:17]2)[C:8]2[N:13]=[N:12][N:11]([CH2:14][CH2:15][OH:46])[C:9]=2[N:10]=1)([CH3:2])([CH3:3])[CH3:4]. Reported procedure: In analogy to the procedure described for the synthesis of 5-tert-butyl-7-(3,3-difluoro-pyrrolidin-1-yl)-3-ethyl-3H-[1,2,3]triazolo[4,5-d]pyrimidine (example 61), the title compound was prepared from 5-tert-butyl-7-(3,3-difluoropyrrolidin-1-yl)-3H-[1,2,3]triazolo[4,5-d]pyrimidine and 2-bromoethanol and isolated as white solid (5.8 mg, 43%). MS (m/e): 327.3 (MH+). The reactants are O=C1NC2=CC=C(C=C2N=C1)C#N (2-Oxo-1,2-dihydroquinoxaline-6-carbonitrile), O=P(Cl)(Cl)Cl (POCl3). The reagents and catalysts are CN(C)C=O (DMF). The solvent is C(Cl)Cl (CH2Cl2). Run at temperature 100 celsius. The product is ClC1=NC2=CC=C(C=C2N=C1)C#N (2-chloroquinoxaline-6-carbonitrile). Reaction SMILES: O=[C:2]1[CH:11]=[N:10][C:9]2[C:4](=[CH:5][CH:6]=[C:7]([C:12]#[N:13])[CH:8]=2)[NH:3]1.O=P(Cl)(Cl)[Cl:16]>CN(C=O)C.C(Cl)Cl>[Cl:16][C:2]1[CH:11]=[N:10][C:9]2[C:4](=[CH:5][CH:6]=[C:7]([C:12]#[N:13])[CH:8]=2)[N:3]=1. Reported procedure: 2-Oxo-1,2-dihydroquinoxaline-6-carbonitrile was suspended in POCl3 (25 mL) and DMF (10 drops) was added. The mixture was heated at 100° C. for 2 h, cooled and concentrated under reduced pressure to leave a black residue. The residue was dissolved in CH2Cl2 (200 mL), washed with satd aq NaHCO3 (25 mL) and brine (25 mL) and dried over Na2SO4. Removal of the solvent left an off white solid (4.50 g). A 0.50-g portion was purified by chromatography on a 40-g silica gel cartridge eluted with a 0-50% E...